Dataset: the Open Reaction Database (ORD), a public repository of structured organic reaction records. Task: describe an organic reaction: reactants, conditions, products, and yield The reactants are [Br-], CC[Mg+], C1CCOC1, CCOCC, COc1cc(N2CCC(C(=O)N(C)OC)CC2)ccc1Cl, Cl. The product is CCC(=O)C1CCN(c2ccc(Cl)c(OC)c2)CC1. Reaction SMILES: [Br-:22].[CH2:23]([CH3:24])[Mg+:25].[CH2:32]1[O:33][CH2:34][CH2:35][CH2:36]1.[CH3:27][CH2:28][O:29][CH2:30][CH3:31].[Cl:1][c:2]1[c:3]([O:20][CH3:21])[cH:4][c:5]([N:8]2[CH2:9][CH2:10][CH:11]([C:14](=[O:15])[N:16]([O:17][CH3:18])[CH3:19])[CH2:12][CH2:13]2)[cH:6][cH:7]1.[ClH:26]>>[Cl:1][c:2]1[c:3]([O:20][CH3:21])[cH:4][c:5]([N:8]2[CH2:9][CH2:10][CH:11]([C:14](=[O:15])[CH2:23][CH3:24])[CH2:12][CH2:13]2)[cH:6][cH:7]1. Reactants: CO, [H][H], Cc1cccc(C(=C2CCNC2)c2ccccc2)c1. Yields the product Cc1cccc(C(c2ccccc2)C2CCNC2)c1. As a reaction SMILES: [CH3:22][OH:23].[H:20][H:21].[c:1]1([C:7](=[C:8]2[CH2:9][NH:10][CH2:11][CH2:12]2)[c:13]2[cH:14][c:15]([CH3:19])[cH:16][cH:17][cH:18]2)[cH:2][cH:3][cH:4][cH:5][cH:6]1>>[c:1]1([CH:7]([CH:8]2[CH2:9][NH:10][CH2:11][CH2:12]2)[c:13]2[cH:14][c:15]([CH3:19])[cH:16][cH:17][cH:18]2)[cH:2][cH:3][cH:4][cH:5][cH:6]1. The reactants are C(#N)C=1C(NC(=C(C1)CC)C)=O (3-Cyano-5-ethyl-6-methyl-2-(1H)-pyridinone), P(Cl)(Cl)(Cl)(Cl)Cl (phosphorus pentachloride), O (water). Solvent: CCCCCC (hexane). Product: ClC1=NC(=C(C=C1C#N)CC)C (2-chloro-3-cyano-5-ethyl-6-methylpyridine). The yield is 61.2%. Reaction SMILES: [C:1]([C:3]1[C:4](=O)[NH:5][C:6]([CH3:11])=[C:7]([CH2:9][CH3:10])[CH:8]=1)#[N:2].P(Cl)(Cl)(Cl)(Cl)[Cl:14].O>CCCCCC>[Cl:14][C:4]1[C:3]([C:1]#[N:2])=[CH:8][C:7]([CH2:9][CH3:10])=[C:6]([CH3:11])[N:5]=1. Procedure: 3-Cyano-5-ethyl-6-methyl-2-(1H)-pyridinone (22.9 g, 0.141 mol) and phosphorus pentachloride (33.1 g, 0.159 mol) were intimately mixed and heated at 110°-120° C. for one hour. The liquified solids were poured onto crushed ice and water and the semi-solid was extracted into chloroform. This extract was washed with water, saturated aqueous NaHCO3, dried (Na2SO4), filtered and evaporated. This amber oil was dissolved in hexane and the insoluble material was removed when filtered through a pad of cha... Starting materials: COC(CNC(=O)C1(CC1)NC([C@@H](CSC(C1=CC=CC=C1)(C1=CC=CC=C1)C1=CC=CC=C1)NC([C@@H](CC1=CC=CC=C1)NC(C[C@@H](\C=C\CCSC(C1=CC=CC=C1)(C1=CC=CC=C1)C1=CC=CC=C1)O)=O)=O)=O)=O ([(1-{(S)-2-[(R)-2-((E)-(S)-3-Hydroxy-7-tritylsulfanyl-hept-4-enoylamino)-3-phenyl-propionylamino]-3-tritylsulfanyl-propionylamino}-cyclopropanecarbonyl)-amino]-acetic acid methyl ester), [Li+].[OH-] (LiOH), CC1=C(C(=CC=C1)[N+](=O)[O-])C(=O)OC(=O)C2=C(C=CC=C2[N+](=O)[O-])C (MNBA), carboxylic acid. The reagents and catalysts are CN(C)C=1C=CN=CC1 (DMAP). Solvent: C1CCOC1 (THF), O (H2O), C(Cl)Cl (CH2Cl2), C1CCOC1 (THF). Reaction conditions: time 2 hour. Product: C(C1=CC=CC=C1)[C@@H]1C(N[C@@H](C(NC2(CC2)C(NCC(O[C@@H](CC(N1)=O)\C=C\CCSC(C1=CC=CC=C1)(C1=CC=CC=C1)C1=CC=CC=C1)=O)=O)=O)CSC(C1=CC=CC=C1)(C1=CC=CC=C1)C1=CC=CC=C1)=O ((6S,9R,13S)-9-Benzyl-13-((E)-4-tritylsulfanyl-but-1-enyl)-6-tritylsulfanylmethyl-14-oxa-4,7,10,17-tetraaza-spiro[2.15]octadecane-5,8,11,15,18-pentaone). Yield: 57.1%. RXN SMILES: C[O:2][C:3](=O)[CH2:4][NH:5][C:6]([C:8]1([NH:11][C:12](=[O:76])[C@H:13]([NH:35][C:36](=[O:75])[C@H:37]([NH:45][C:46](=[O:74])[CH2:47][C@H:48](O)/[CH:49]=[CH:50]/[CH2:51][CH2:52][S:53][C:54]([C:67]2[CH:72]=[CH:71][CH:70]=[CH:69][CH:68]=2)([C:61]2[CH:66]=[CH:65][CH:64]=[CH:63][CH:62]=2)[C:55]2[CH:60]=[CH:59][CH:58]=[CH:57][CH:56]=2)[CH2:38][C:39]2[CH:44]=[CH:43][CH:42]=[CH:41][CH:40]=2)[CH2:14][S:15][C:16]([C:29]2[CH:34]=[CH:33][CH:32]=[CH:31][CH:30]=2)([C:23]2[CH:28]=[CH:27][CH:26]=[CH:25][CH:24]=2)[C:17]2[CH:22]=[CH:21][CH:20]=[CH:19][CH:18]=2)[CH2:10][CH2:9]1)=[O:7].[Li+].[OH-:79].CC1C=CC=C([N+]([O-])=O)C=1C(OC(C1C([N+]([O-])=O)=CC=CC=1C)=O)=O>C1COCC1.O.CN(C1C=CN=CC=1)C.C(Cl)Cl>[CH2:38]([C@H:37]1[NH:45][C:46](=[O:74])[CH2:47][C@@H:48](/[CH:49]=[CH:50]/[CH2:51][CH2:52][S:53][C:54]([C:55]2[CH:56]=[CH:57][CH:58]=[CH:59][CH:60]=2)([C:61]2[CH:62]=[CH:63][CH:64]=[CH:65][CH:66]=2)[C:67]2[CH:68]=[CH:69][CH:70]=[CH:71][CH:72]=2)[O:79][C:3](=[O:2])[CH2:4][NH:5][C:6](=[O:7])[C:8]2([CH2:10][CH2:9]2)[NH:11][C:12](=[O:76])[C@@H:13]([CH2:14][S:15][C:16]([C:29]2[CH:30]=[CH:31][CH:32]=[CH:33][CH:34]=2)([C:23]2[CH:28]=[CH:27][CH:26]=[CH:25][CH:24]=2)[C:17]2[CH:18]=[CH:19][CH:20]=[CH:21][CH:22]=2)[NH:35][C:36]1=[O:75])[C:39]1[CH:40]=[CH:41][CH:42]=[CH:43][CH:44]=1 |f:1.2|. Reported procedure: To a solution of 4 (305 mg, 0.29 mmol, 1 eq) in THF (10 mL) at 0° C. was added a solution of LiOH (10.3 mg, 0.43 mmol, 1.5 eq) in H2O (2 mL) dropwise. The mixture was stirred for 2 h, then quenched with 1N HCl (3 mL) and brine (10 mL). The organic layer was separated and the resulting aqueous layer was further extracted with EtOAc (2×15 mL) and (15 mL). The combined organic extracts were dried over MgSO4 and the solvent was removed in vacuo. The resulting carboxylic acid was then dried on the hi... Reactants: O (H2O), BrC1=CC2=C(C=C1)C=1C(=NC=C(C1S2)C#N)NCC2=CC=C(C=C2)OC (7-bromo-1-[(4-methoxybenzyl)amino][1]benzothieno[3,2-c]pyridine-4-carbonitrile), [O-]P(=O)([O-])[O-].[K+].[K+].[K+] (K3PO4). Solvent: OS(=O)(=O)O (H2SO4). The product is NC1=NC=C(C2=C1C1=C(S2)C=C(C=C1)Br)C(=O)N (1-Amino-7-bromo[1]benzothieno[3,2-c]pyridine-4-carboxamide). As a reaction SMILES: [Br:1][C:2]1[CH:7]=[CH:6][C:5]2[C:8]3[C:9]([NH:17]CC4C=CC(OC)=CC=4)=[N:10][CH:11]=[C:12]([C:15]#[N:16])[C:13]=3[S:14][C:4]=2[CH:3]=1.O.[O-:28]P([O-])([O-])=O.[K+].[K+].[K+]>OS(O)(=O)=O>[NH2:17][C:9]1[C:8]2[C:5]3[CH:6]=[CH:7][C:2]([Br:1])=[CH:3][C:4]=3[S:14][C:13]=2[C:12]([C:15]([NH2:16])=[O:28])=[CH:11][N:10]=1 |f:2.3.4.5|. Procedure details: A solution of 7-bromo-1-[(4-methoxybenzyl)amino][1]benzothieno[3,2-c]pyridine-4-carbonitrile in conc. H2SO4 (0.04 M) was stirred at room temperature for 2 h. The mixture was poured into H2O, neutralized with K3PO4, filtered, washed with H2O and dried. The crude product was swished with MeOH to give the title compound.